Dataset: the Open Reaction Database (ORD), a public repository of structured organic reaction records. Task: describe an organic reaction: reactants, conditions, products, and yield Reactants: O=C1NCCCCC1(Br)Br, CC(=O)[O-], CC(=O)O, [Na+]. The product is O=C1NCCCCC1Br. As a reaction SMILES: [Br:1][C:2]1([Br:10])[C:3](=[O:9])[NH:4][CH2:5][CH2:6][CH2:7][CH2:8]1.[CH3:12][C:13](=[O:14])[O-:15].[CH3:16][C:17](=[O:18])[OH:19].[Na+:11]>>[Br:1][CH:2]1[C:3](=[O:9])[NH:4][CH2:5][CH2:6][CH2:7][CH2:8]1.